This data is from the Open Reaction Database (ORD), a public repository of structured organic reaction records. The task is: describe an organic reaction: reactants, conditions, products, and yield Reaction SMILES: [C:1]([N:4](C)[NH:5][C:6](=[O:24])[CH:7](OCC1C=CC=CC=1)[C:8]([NH:10][N:11](C(O)=O)[CH3:12])=[O:9])(O)=O>[Pd].CO>[CH3:12][NH:11][NH:10][C:8](=[O:9])[CH2:7][C:6]([NH:5][NH:4][CH3:1])=[O:24]. Conditions: time 8 hour. Solvent: CO (methanol). The product is CNNC(CC(=O)NNC)=O (N′1,N′3-dimethylmalonohydrazide). Starting materials: C(=O)(O)N(NC(C(C(=O)NN(C)C(=O)O)OCC1=CC=CC=C1)=O)C (N′1,N′3-dicarboxybenzyloxy-N′1,N′3-dimethylmalono-hydrazide). Procedure: A flask was charged with crude N′1,N′3-dicarboxybenzyloxy-N′1,N′3-dimethylmalono-hydrazide from the step below, methanol, 10% palladium on carbon, put under an atmosphere of hydrogen, and stirred overnight. The suspension was filtered through celite and evaporated to dryness to give N′1,N′3-dimethylmalonohydrazide (2.4 g; 15 mmol) The reagents and catalysts are [Pd] (palladium on carbon). Starting materials: O=C([O-])[O-], O=C([O-])O, CO, ClC(Cl)Cl, [K+], [K+], [Na+], CC(C)(C)OC(=O)N(Cc1ccc2c(n1)NC(=O)CC2)C1CCN(C(=O)C(F)(F)F)CC1, O. Yields the product CC(C)(C)OC(=O)N(Cc1ccc2c(n1)NC(=O)CC2)C1CCNCC1. As a reaction SMILES: [C:33](=[O:34])([O-:35])[O-:36].[C:40](=[O:41])([O-:42])[OH:43].[CH3:45][OH:46].[CH:47]([Cl:48])([Cl:49])[Cl:50].[K+:37].[K+:38].[Na+:44].[O:1]=[C:2]1[CH2:3][CH2:4][c:5]2[cH:6][cH:7][c:8]([CH2:12][N:13]([C:14]([O:15][C:16]([CH3:17])([CH3:18])[CH3:19])=[O:20])[CH:21]3[CH2:22][CH2:23][N:24]([C:27](=[O:28])[C:29]([F:30])([F:31])[F:32])[CH2:25][CH2:26]3)[n:9][c:10]2[NH:11]1.[OH2:39]>>[O:1]=[C:2]1[CH2:3][CH2:4][c:5]2[cH:6][cH:7][c:8]([CH2:12][N:13]([C:14]([O:15][C:16]([CH3:17])([CH3:18])[CH3:19])=[O:20])[CH:21]3[CH2:22][CH2:23][NH:24][CH2:25][CH2:26]3)[n:9][c:10]2[NH:11]1. Reactants: CCCCCC(COc1ccc(C(=O)OC)cc1)c1ccc2c(c1)C(C)(C)CCS2, CO, [Li+], [OH-], O, O. Yields the product CCCCCC(COc1ccc(C(=O)O)cc1)c1ccc2c(c1)C(C)(C)CCS2. RXN SMILES: [CH3:1][C:2]1([CH3:30])[CH2:3][CH2:4][S:5][c:6]2[cH:7][cH:8][c:9]([CH:12]([CH2:13][O:14][c:15]3[cH:16][cH:17][c:18]([C:19](=[O:20])[O:21][CH3:22])[cH:23][cH:24]3)[CH2:25][CH2:26][CH2:27][CH2:28][CH3:29])[cH:10][c:11]21.[CH3:34][OH:35].[Li+:33].[OH-:32].[OH2:31].[OH2:36]>>[CH3:1][C:2]1([CH3:30])[CH2:3][CH2:4][S:5][c:6]2[cH:7][cH:8][c:9]([CH:12]([CH2:13][O:14][c:15]3[cH:16][cH:17][c:18]([C:19](=[O:20])[OH:21])[cH:23][cH:24]3)[CH2:25][CH2:26][CH2:27][CH2:28][CH3:29])[cH:10][c:11]21. Reactants: CC=1C=NC=C(C(=O)NC2CCNCC2)C1 (5-methyl-N-(piperidin-4-yl)-nicotinamide), C(C)OC=1C=C(C=O)C=C(C1)OCC (3,5-diethoxybenzaldehyde). Yields the product C(C)OC=1C=C(CN2CCC(CC2)NC(C2=CN=CC(=C2)C)=O)C=C(C1)OCC (N-[1-(3,5-Diethoxy-benzyl)piperidin-4-yl]-5-methyl-nicotinamide). Isolated yield 33.0%. RXN SMILES: [CH3:1][C:2]1[CH:3]=[N:4][CH:5]=[C:6]([CH:16]=1)[C:7]([NH:9][CH:10]1[CH2:15][CH2:14][NH:13][CH2:12][CH2:11]1)=[O:8].[CH2:17]([O:19][C:20]1[CH:21]=[C:22]([CH:25]=[C:26]([O:28][CH2:29][CH3:30])[CH:27]=1)[CH:23]=O)[CH3:18]>>[CH2:29]([O:28][C:26]1[CH:25]=[C:22]([CH:21]=[C:20]([O:19][CH2:17][CH3:18])[CH:27]=1)[CH2:23][N:13]1[CH2:12][CH2:11][CH:10]([NH:9][C:7](=[O:8])[C:6]2[CH:16]=[C:2]([CH3:1])[CH:3]=[N:4][CH:5]=2)[CH2:15][CH2:14]1)[CH3:30]. Procedure: The title compound (13 mg, 33%) was prepared analogously to example 30 from 5-methyl-N-(piperidin-4-yl)-nicotinamide and 3,5-diethoxybenzaldehyde. MS: 398.5 (MH+). Procedure: Pd(PPh3)4 (230 mg, 0.20 mmol) was added to a solution of 2-bromo-5-fluoropyridine (350 mg, 2.0 mmol), 2-(4-bromophenyl)cyclopent-1-ene-1-carbaldehyde (500 mg, 2.0 mmol) and hexamethylditin (652 mg, 2.0 mmol) in degassed 1,4-dioxane (10 mL) at ambient temperature. After stirring at 110° C. for a further 3 days, the reaction mixture was diluted with diethyl ether and CsF/celite (1:1) was added. After stirring vigorously for 1 hr, reaction mixture was filtered and concentrated. Chromatography over ... Starting materials: BrC1=NC=C(C=C1)F (2-bromo-5-fluoropyridine), BrC1=CC=C(C=C1)C1=C(CCC1)C=O (2-(4-bromophenyl)cyclopent-1-ene-1-carbaldehyde), C[Sn](C)C.C[Sn](C)C (hexamethylditin). Yields the product FC=1C=CC(=NC1)C1=CC=C(C=C1)C1=C(CCC1)C=O (2-[4-(5-fluoropyridin-2-yl)phenyl]cyclopent-1-ene-1-carbaldehyde). Run at temperature 110 celsius, time 3 day. Run in C(C)OCC (diethyl ether), [F-].[Cs+] (CsF), O1CCOCC1 (1,4-dioxane). The reagents and catalysts are C=1C=CC(=CC1)[P](C=2C=CC=CC2)(C=3C=CC=CC3)[Pd]([P](C=4C=CC=CC4)(C=5C=CC=CC5)C=6C=CC=CC6)([P](C=7C=CC=CC7)(C=8C=CC=CC8)C=9C=CC=CC9)[P](C=1C=CC=CC1)(C=1C=CC=CC1)C=1C=CC=CC1 (Pd(PPh3)4). As a reaction SMILES: Br[C:2]1[CH:7]=[CH:6][C:5]([F:8])=[CH:4][N:3]=1.Br[C:10]1[CH:15]=[CH:14][C:13]([C:16]2[CH2:20][CH2:19][CH2:18][C:17]=2[CH:21]=[O:22])=[CH:12][CH:11]=1.C[Sn](C)C.C[Sn](C)C>O1CCOCC1.C(OCC)C.[F-].[Cs+].C1C=CC([P]([Pd]([P](C2C=CC=CC=2)(C2C=CC=CC=2)C2C=CC=CC=2)([P](C2C=CC=CC=2)(C2C=CC=CC=2)C2C=CC=CC=2)[P](C2C=CC=CC=2)(C2C=CC=CC=2)C2C=CC=CC=2)(C2C=CC=CC=2)C2C=CC=CC=2)=CC=1>[F:8][C:5]1[CH:6]=[CH:7][C:2]([C:10]2[CH:15]=[CH:14][C:13]([C:16]3[CH2:20][CH2:19][CH2:18][C:17]=3[CH:21]=[O:22])=[CH:12][CH:11]=2)=[N:3][CH:4]=1 |f:2.3,6.7,^1:23,27,47,49,68,87|. Reactants: C(#N)C(CC1=CC=C(C#N)C=C1)C(CC)=O (4-(2-cyano-3-oxopentyl)benzonitrile), NN (hydrazine). Run in CCO (EtOH). Reaction conditions: time 30 minute. Yields the product NC1=C(C(=NN1)CC)CC1=CC=C(C#N)C=C1 (4-((5-amino-3-ethyl-1H-pyrazol-4-yl)methyl)benzonitrile). Reaction SMILES: [C:1]([CH:3]([C:13](=O)[CH2:14][CH3:15])[CH2:4][C:5]1[CH:12]=[CH:11][C:8]([C:9]#[N:10])=[CH:7][CH:6]=1)#[N:2].[NH2:17][NH2:18]>CCO>[NH2:2][C:1]1[NH:18][N:17]=[C:13]([CH2:14][CH3:15])[C:3]=1[CH2:4][C:5]1[CH:12]=[CH:11][C:8]([C:9]#[N:10])=[CH:7][CH:6]=1. Procedure: To a 500 ml, four-necked flask equipped with an overhead stirrer, a thermocouple and a condenser was charged 4-(2-cyano-3-oxopentyl)benzonitrile (25) (5 g, 23.6 mmol) and 50 ml of EtOH. The solution was stirred and hydrazine (1.65 g, 33 mmol, 64%, 1.4 eq) was added. The batch was stirred at 65° C. for 3 hours. The solvent was concentrated by vacuum and the residue was slurried with 50 ml of MTBE at room temperature for 30 min. The precipitate was collected by vacuum filtration and the solid was ... Yields the product O=C(O)CCNC(=O)c1ccc(CNC(=O)OCC2c3ccccc3-c3ccccc32)cc1. Reaction SMILES: [C:1](=[O:2])([O:3][CH2:4][CH:5]1[c:6]2[c:7]([cH:8][cH:9][cH:10][cH:11]2)-[c:12]2[c:13]1[cH:14][cH:15][cH:16][cH:17]2)[NH:18][CH2:19][CH2:20][C:21](=[O:22])[OH:23].[CH2:24]1[CH2:25][CH2:26][NH:27][CH2:28][CH2:29]1.[CH2:63]([N:64]([CH2:65][CH3:66])[CH:67]([CH3:68])[CH3:69])[CH3:70].[O:58]=[CH:59][N:60]([CH3:61])[CH3:62].[cH:30]1[cH:31][cH:32][cH:33][c:34]2[c:42]1[CH:41]([CH2:43][O:44][C:45](=[O:46])[NH:47][CH2:48][c:49]1[cH:50][cH:51][c:52]([C:53]([OH:54])=[O:55])[cH:56][cH:57]1)[c:40]1[c:35]-2[cH:36][cH:37][cH:38][cH:39]1>>[C:1](=[O:2])([NH:18][CH2:19][CH2:20][C:21](=[O:22])[OH:23])[c:52]1[cH:51][cH:50][c:49]([CH2:48][NH:47][C:45]([O:44][CH2:43][CH:41]2[c:40]3[c:35]([cH:36][cH:37][cH:38][cH:39]3)-[c:34]3[cH:33][cH:32][cH:31][cH:30][c:42]32)=[O:46])[cH:57][cH:56]1. The reactants are O=C(O)CCNC(=O)OCC1c2ccccc2-c2ccccc21, C1CCNCC1, CCN(CC)C(C)C, CN(C)C=O, O=C(NCc1ccc(C(=O)O)cc1)OCC1c2ccccc2-c2ccccc21.